This data is from the Open Reaction Database (ORD), a public repository of structured organic reaction records. The task is: describe an organic reaction: reactants, conditions, products, and yield Starting materials: FC(S(=O)(=O)OC1=C(C2=C(N(C(=N2)C(F)(F)F)CC(F)(F)F)C=C1)Cl)(F)F (4-chloro-1-(2,2,2-trifluoroethyl)-2-(trifluoromethyl)-1H-benzimidazol-5-yl trifluoromethanesulfonate), palladium tetrakistriphenylphosphine, CN(C)C=O (DMF). The reagents and catalysts are [C-]#N.[Zn+2].[C-]#N (zinc cyanide). Run at temperature 140 celsius. Yields the product ClC1=C(C=CC=2N(C(=NC21)C(F)(F)F)CC(F)(F)F)C#N (4-Chloro-1-(2,2,2-trifluoroethyl)-2-(trifluoromethyl)-1H-benzimidazole-5-carbonitrile). Reaction SMILES: FC(F)(F)S(O[C:7]1[CH:24]=[CH:23][C:10]2[N:11]([CH2:18][C:19]([F:22])([F:21])[F:20])[C:12]([C:14]([F:17])([F:16])[F:15])=[N:13][C:9]=2[C:8]=1[Cl:25])(=O)=O.[CH3:28][N:29](C=O)C>[C-]#N.[Zn+2].[C-]#N>[Cl:25][C:8]1[C:9]2[N:13]=[C:18]([C:19]([F:22])([F:21])[F:20])[N:11]([CH2:12][C:14]([F:16])([F:17])[F:15])[C:10]=2[CH:23]=[CH:24][C:7]=1[C:28]#[N:29] |f:2.3.4|. Procedure: To 4-chloro-1-(2,2,2-trifluoroethyl)-2-(trifluoromethyl)-1H-benzimidazol-5-yl trifluoromethanesulfonate (0.053 g, 118 mmol) in DMF (3 mL) was added zinc cyanide (0.008 g, 0.071 mmol) and palladium tetrakistriphenylphosphine (0.014 g, 0.012 mmol). The resulting mixture was heated over night under N2 atm at 140° C. The cooled reaction mixture was partitioned between EtOAc and water, washed with brine, dried over Na2SO4, filtered, and concentrated in vacuo. Purification (SiO2, EtOAc/hexanes) afford...